This data is from the Open Reaction Database (ORD), a public repository of structured organic reaction records. The task is: describe an organic reaction: reactants, conditions, products, and yield Run in O (water), C(C)O (ethanol), C(C)(C)(C)O (tert-butanol). Run at time 16 hour. Product: C(C)(C)(C)NC1=CC=C(C(=O)O)C=C1 (4-tert-butylaminobenzoic acid). Reported procedure: Ethyl 4-aminobenzoate (165 g) and 95% sulfuric acid (24.5 g) were refluxed in tert-butanol (560 ml) with stirring for 16 hours. The reaction mixture neutralized with 28% aqueous ammonia, was extracted with ethyl acetate. The extract was dried over sodium sulfate anhydride, and then concentrated under a vacuum. The residue was purified by silica gel column chromatography (hexane:ethyl acetate=4:1), thereby yielding an oil. The oil was dissolved in ethanol (100 ml) and then potassium hydroxide (23... RXN SMILES: [NH2:1][C:2]1[CH:12]=[CH:11][C:5]([C:6]([O:8]CC)=[O:7])=[CH:4][CH:3]=1.S(=O)(=O)(O)O.N.[OH-].[K+].Cl>C(O)(C)(C)C.C(O)C.O>[C:5]([NH:1][C:2]1[CH:3]=[CH:4][C:5]([C:6]([OH:8])=[O:7])=[CH:11][CH:12]=1)([CH3:11])([CH3:6])[CH3:4] |f:3.4|. Yield: 24.3%. Starting materials: [OH-].[K+] (potassium hydroxide), Cl (hydrochloric acid), NC1=CC=C(C(=O)OCC)C=C1 (Ethyl 4-aminobenzoate), S(O)(O)(=O)=O (sulfuric acid), N (ammonia). Procedure: Part A. A solution of 2-hydroxycyclohexanol (2.28 g, 0.02 mol), thiourea (1.52 g, 0.02 mol) and hexanol (30 ml), equipped with a column of 4Å sieves and a condenser, was heated to 160° for five hours under a nitrogen atmosphere. The reaction mixture was allowed to cool to ambient temperature and was concentrated in vacuo to give a solid. The solid was triturated with ethyl ether (3×50 ml) to give 4,5,6,7-tetrahydrobenzimidazol-2-thione (0.6 g, 0.0039 mol) which was not purified but was taken on ... Yield: 19.5%. Starting materials: OC1C(CCCC1)O (2-hydroxycyclohexanol), NC(=S)N (thiourea). Run in C(CCCCC)O (hexanol). Product: N=1C(N=C2C1CCCC2)=S (4,5,6,7-tetrahydrobenzimidazol-2-thione). RXN SMILES: O[CH:2]1[CH2:7][CH2:6][CH2:5][CH2:4][CH:3]1O.[NH2:9][C:10]([NH2:12])=[S:11]>C(O)CCCCC>[N:9]1[C:10](=[S:11])[N:12]=[C:2]2[CH2:7][CH2:6][CH2:5][CH2:4][C:3]=12.